From a dataset of the Open Reaction Database (ORD), a public repository of structured organic reaction records. describe an organic reaction: reactants, conditions, products, and yield The reactants are O=C([O-])[O-], ClCI, [Cs+], [Cs+], O=C1C(c2cc(F)c(F)cc2O)c2ccccc2N1C(c1ccccc1)c1ccccc1, C1CCOC1. Product: O=C1N(C(c2ccccc2)c2ccccc2)c2ccccc2C12COc1cc(F)c(F)cc12. Reaction SMILES: [C:33](=[O:34])([O-:35])[O-:36].[Cl:39][CH2:40][I:41].[Cs+:37].[Cs+:38].[F:1][c:2]1[cH:3][c:4]([OH:32])[c:5]([CH:9]2[C:10](=[O:31])[N:11]([CH:18]([c:19]3[cH:20][cH:21][cH:22][cH:23][cH:24]3)[c:25]3[cH:26][cH:27][cH:28][cH:29][cH:30]3)[c:12]3[cH:13][cH:14][cH:15][cH:16][c:17]32)[cH:6][c:7]1[F:8].[O:42]1[CH2:43][CH2:44][CH2:45][CH2:46]1>>[F:1][c:2]1[cH:3][c:4]2[c:5]([cH:6][c:7]1[F:8])[C:9]1([C:10](=[O:31])[N:11]([CH:18]([c:19]3[cH:20][cH:21][cH:22][cH:23][cH:24]3)[c:25]3[cH:26][cH:27][cH:28][cH:29][cH:30]3)[c:12]3[cH:13][cH:14][cH:15][cH:16][c:17]31)[CH2:33][O:32]2.